Task: describe an organic reaction: reactants, conditions, products, and yield. Dataset: the Open Reaction Database (ORD), a public repository of structured organic reaction records Starting materials: Cc1ccc(CC(=O)O)cc1, CC(=O)c1ccc(N)cc1. Reagents/catalysts: C1CCC(CC1)N=C=NC2CCCCC2 (DCC), CCN(CC)CC (TEA), C1(=C(C(=C(C(=C1F)F)F)F)F)O (Pentafluorophenol). The solvent is CN(C)C=O (DMF), CN(C)C=O (DMF), CN(C)C=O (DMF), CN(C)C=O (DMF), CN(C)C=O (DMF), CN(C)C=O (DMF). Conditions: temperature 25 celsius, time 2 hour. Product: CC(=O)c1ccc(NC(=O)Cc2ccc(C)cc2)cc1. Isolated yield 35.5%. RXN SMILES: CC(=O)c1ccc(N)cc1.Cc1ccc(CC(=O)O)cc1.C1CCC(CC1)N=C=NC2CCCCC2.C1(=C(C(=C(C(=C1F)F)F)F)F)O.CCN(CC)CC.CN(C)C=O>>CC(=O)c1ccc(NC(=O)Cc2ccc(C)cc2)cc1. Procedure: A solution of 100 parts of p-nitrobenzal bromide in 500 parts of toluene is added to a solution of 80 parts of bromine plus 160 parts of 50% sodium hydroxide in a 1,000 parts of water at 50° C. The mixture is stirred mechanically at 50° C for 10 hours. The toluene layer is separated; the water layer is extracted with 500 parts of toluene. The combined toluene layers are dried and evaporated to give 110 parts (85% yield) of p-nitrobenzotribromide, m.p. 74°-81° C. Run in O (water). Reaction SMILES: [N+:1]([C:4]1[CH:12]=[CH:11][C:7]([CH:8]([Br:10])[Br:9])=[CH:6][CH:5]=1)([O-:3])=[O:2].C1(C)C=CC=CC=1.[Br:20]Br.[OH-].[Na+]>O>[N+:1]([C:4]1[CH:12]=[CH:11][C:7]([C:8]([Br:20])([Br:9])[Br:10])=[CH:6][CH:5]=1)([O-:3])=[O:2] |f:3.4|. Starting materials: 100, [N+](=O)([O-])C1=CC=C(C(Br)Br)C=C1 (p-nitrobenzal bromide), C1(=CC=CC=C1)C (toluene), 80, BrBr (bromine), [OH-].[Na+] (sodium hydroxide). Conditions: temperature 50 celsius, time 10 hour. Yields the product 110, [N+](=O)([O-])C1=CC=C(C=C1)C(Br)(Br)Br (p-nitrobenzotribromide). The yield is 85.0%. Starting materials: C(C)OC(=O)C=1C(=C2C(=C(N1)C#N)N(C=C2)CC2=CC=CC=C2)O (1-benzyl-7-cyano-4-hydroxy-1H-pyrrolo[2,3-c]pyridine-5-carboxylic acid ethyl ester), C(C)(=O)OC(C)=O (acetic anhydride). Run in C(C)N(CC)CC (triethylamine). The product is C(C)OC(=O)C=1C(=C2C(=C(N1)C#N)N(C=C2)CC2=CC=CC=C2)OC(C)=O (4-Acetoxy-1-benzyl-7-cyano-1H-pyrrolo[2,3-c]pyridine-5-carboxylic acid ethyl ester). RXN SMILES: [CH2:1]([O:3][C:4]([C:6]1[C:7]([OH:24])=[C:8]2[CH:16]=[CH:15][N:14]([CH2:17][C:18]3[CH:23]=[CH:22][CH:21]=[CH:20][CH:19]=3)[C:9]2=[C:10]([C:12]#[N:13])[N:11]=1)=[O:5])[CH3:2].[C:25](OC(=O)C)(=[O:27])[CH3:26]>C(N(CC)CC)C>[CH2:1]([O:3][C:4]([C:6]1[C:7]([O:24][C:25](=[O:27])[CH3:26])=[C:8]2[CH:16]=[CH:15][N:14]([CH2:17][C:18]3[CH:19]=[CH:20][CH:21]=[CH:22][CH:23]=3)[C:9]2=[C:10]([C:12]#[N:13])[N:11]=1)=[O:5])[CH3:2]. Procedure details: Prepared in analogy to that of Example 120(a) from 1-benzyl-7-cyano-4-hydroxy-1H-pyrrolo[2,3-c]pyridine-5-carboxylic acid ethyl ester, acetic anhydride, and triethylamine. The title compound, ESI MS (m/z): 364 (M+H)+. Starting materials: ClCCCBr, O=C([O-])[O-], CCC(C)=O, [K+], [K+], O=C(c1ccccc1)c1ccc(O)cc1. The product is O=C(c1ccccc1)c1ccc(OCCCCl)cc1. RXN SMILES: [Br:22][CH2:23][CH2:24][CH2:25][Cl:26].[C:16](=[O:17])([O-:18])[O-:19].[CH3:27][C:28](=[O:29])[CH2:30][CH3:31].[K+:20].[K+:21].[OH:1][c:2]1[cH:3][cH:4][c:5]([C:6](=[O:7])[c:8]2[cH:9][cH:10][cH:11][cH:12][cH:13]2)[cH:14][cH:15]1>>[O:1]([c:2]1[cH:3][cH:4][c:5]([C:6](=[O:7])[c:8]2[cH:9][cH:10][cH:11][cH:12][cH:13]2)[cH:14][cH:15]1)[CH2:23][CH2:24][CH2:25][Cl:26]. Starting materials: F[B-](F)(F)F (BF4), C(CC)/C(/C(=O)O)=C\S(=O)(=O)C1=CC=CC=C1 ((E)-2-Propyl-3-phenylsulfonylacrylic acid), [H][H] (hydrogen). Run in CO (methanol). Conditions: time 3 hour. Product: C1(=CC=CC=C1)S(=O)(=O)CC(C(=O)O)CCC (2-Benzenesulfonylmethylpentanoic acid). The yield is 102.5%. As a reaction SMILES: [CH2:1](/[C:4](=[CH:8]\[S:9]([C:12]1[CH:17]=[CH:16][CH:15]=[CH:14][CH:13]=1)(=[O:11])=[O:10])/[C:5]([OH:7])=[O:6])[CH2:2][CH3:3].F[B-](F)(F)F.[H][H]>CO>[C:12]1([S:9]([CH2:8][CH:4]([CH2:1][CH2:2][CH3:3])[C:5]([OH:7])=[O:6])(=[O:11])=[O:10])[CH:13]=[CH:14][CH:15]=[CH:16][CH:17]=1. Procedure: (E)-2-Propyl-3-phenylsulfonylacrylic acid (0.3 g, 1.18 mmol) was dissolved in degassed methanol (15 ml) and [(S,S)-EtDuPHOS Rh (COD)]BF4 (8 mg, 1.18×10−2 mmol) was added under a stream of nitrogen. This solution was injected into the pressure vessel under nitrogen, and then the bomb was charged with hydrogen. The mixture was hydrogenated at 2070 kPa (300 psi) for 3 hour at room temperature. The methanol was removed under reduced pressure to give the title compound (0.31 g, 100% yield). E.e. was ... Reactants: C(C)OC([C@@H](N(C)C(C1=CC(=CC(=C1)C)C)=O)CC1=CC=C(C=C1)C1=CC=NO1)=O (N-(3,5-dimethylbenzoyl)-N-methyl-3-[4-(5-isoxazolyl)-phenyl]-alanine ethyl ester), O.[OH-].[Li+] (lithium hydroxide monohydrate), O (water). Solvent: CO (methanol), O1CCCC1 (tetrahydrofurane). Product: CC=1C=C(C(=O)N([C@@H](CC2=CC=C(C=C2)C2=CC=NO2)C(=O)O)C)C=C(C1)C (N-(3,5-dimethylbenzoyl)-N-methyl-3-[4-(5-isoxazolyl)-phenyl]-alanine). Reaction SMILES: C([O:3][C:4](=[O:30])[C@H:5]([CH2:18][C:19]1[CH:24]=[CH:23][C:22]([C:25]2[O:29][N:28]=[CH:27][CH:26]=2)=[CH:21][CH:20]=1)[N:6]([C:8](=[O:17])[C:9]1[CH:14]=[C:13]([CH3:15])[CH:12]=[C:11]([CH3:16])[CH:10]=1)[CH3:7])C.O.[OH-].[Li+].O>CO.O1CCCC1>[CH3:15][C:13]1[CH:14]=[C:9]([CH:10]=[C:11]([CH3:16])[CH:12]=1)[C:8]([N:6]([CH3:7])[C@H:5]([C:4]([OH:30])=[O:3])[CH2:18][C:19]1[CH:24]=[CH:23][C:22]([C:25]2[O:29][N:28]=[CH:27][CH:26]=2)=[CH:21][CH:20]=1)=[O:17] |f:1.2.3|. Procedure details: A solution of N-(3,5-dimethylbenzoyl)-3-[4-(5-isoxazolyl)-phenyl]-alanine ethyl ester (3.8 g) and methyliodide (1.8 ml) in dry N,N-dimethylformamide (40 ml) is cooled in an ice bath and sodium hydride (60% in oil, 390 mg) is added in portions. The mixture is allowed to warm to room temperature during 5 hours, then poured into water, extracted with ethyl acetate, the organic phase washed with water, and with brine, dried and evaporated. Flash chromatography of the residue on silica gel (hexanelet...